Dataset: the Open Reaction Database (ORD), a public repository of structured organic reaction records. Task: describe an organic reaction: reactants, conditions, products, and yield Reactants: IC=1C=CC2=C(C(C3=C(C=C2)C=CC(=C3)F)=O)C1 (3-iodo-7-fluoro-5H-dibenzo[a,d]cyclohepten-5-one), IC=1C=CC2=C(C(C3=C(C=C2)C=CC(=C3)C)=O)C1 (3-iodo-7-methyl-5H-dibenzo[a,d]cyclohepten-5-one). Yields the product IC=1C=CC2=C(C(C3=C(C=C2)C=CC=C3)=O)C1 (3-iodo-5H-dibenzo[a,d]cyclohepten-5-one). RXN SMILES: [I:1][C:2]1[CH:3]=[CH:4][C:5]2[CH:11]=[CH:10][C:9]3[CH:12]=[CH:13][C:14](F)=[CH:15][C:8]=3[C:7](=[O:17])[C:6]=2[CH:18]=1.IC1C=CC2C=CC3C=CC(C)=CC=3C(=O)C=2C=1>>[I:1][C:2]1[CH:3]=[CH:4][C:5]2[CH:11]=[CH:10][C:9]3[CH:12]=[CH:13][CH:14]=[CH:15][C:8]=3[C:7](=[O:17])[C:6]=2[CH:18]=1. Procedure details: Following the procedure of Step B but substituting for the 3-amino-5H-dibenzo[ a,d]cyclohepten-5-one used therein an equimolecular amount of 3-amino-7-fluoro-5H-dibenzo[a,d]cyclohepten-5-one and 3-amino-7-methyl-5H-dibenzo[a,d]cyclohepten-5-one, there are produced respectively, 3-iodo-7-fluoro-5H-dibenzo[a,d]cyclohepten-5-one and 3-iodo-7-methyl-5H-dibenzo[a,d]cyclohepten-5-one. Reactants: C1COCCN1, C=CCOC(=O)C(=CN(C)C)c1ccc(-c2ccc(OCc3ccc(C(F)(F)F)c(OCC=C)c3C(=O)OC(C)(C)C)cc2)cc1F, C1CCOC1, O, c1ccc(P(c2ccccc2)(c2ccccc2)[Pd](P(c2ccccc2)(c2ccccc2)c2ccccc2)(P(c2ccccc2)(c2ccccc2)c2ccccc2)P(c2ccccc2)(c2ccccc2)c2ccccc2)cc1. Yields the product C=CCOC(=O)C(=CN(C)C)c1ccc(-c2ccc(OCc3ccc(C(F)(F)F)c(O)c3C(=O)OC(C)(C)C)cc2)cc1F. As a reaction SMILES: [CH2:1]1[NH:2][CH2:3][CH2:4][O:5][CH2:6]1.[CH2:7]([CH:8]=[CH2:9])[O:10][c:11]1[c:12]([C:13](=[O:14])[O:15][C:16]([CH3:17])([CH3:18])[CH3:19])[c:20]([CH2:28][O:29][c:30]2[cH:31][cH:32][c:33](-[c:36]3[cH:37][c:38]([F:53])[c:39]([C:42](=[CH:43][N:44]([CH3:45])[CH3:46])[C:47](=[O:48])[O:49][CH2:50][CH:51]=[CH2:52])[cH:40][cH:41]3)[cH:34][cH:35]2)[cH:21][cH:22][c:23]1[C:24]([F:25])([F:26])[F:27].[O:55]1[CH2:56][CH2:57][CH2:58][CH2:59]1.[OH2:54].[cH:60]1[cH:61][cH:62][c:63]([P:64]([Pd:65]([P:66]([c:67]2[cH:68][cH:69][cH:70][cH:71][cH:72]2)([c:73]2[cH:74][cH:75][cH:76][cH:77][cH:78]2)[c:79]2[cH:80][cH:81][cH:82][cH:83][cH:84]2)([P:85]([c:86]2[cH:87][cH:88][cH:89][cH:90][cH:91]2)([c:92]2[cH:93][cH:94][cH:95][cH:96][cH:97]2)[c:98]2[cH:99][cH:100][cH:101][cH:102][cH:103]2)[P:104]([c:105]2[cH:106][cH:107][cH:108][cH:109][cH:110]2)([c:111]2[cH:112][cH:113][cH:114][cH:115][cH:116]2)[c:117]2[cH:118][cH:119][cH:120][cH:121][cH:122]2)([c:123]2[cH:124][cH:125][cH:126][cH:127][cH:128]2)[c:129]2[cH:130][cH:131][cH:132][cH:133][cH:134]2)[cH:135][cH:136]1>>[OH:10][c:11]1[c:12]([C:13](=[O:14])[O:15][C:16]([CH3:17])([CH3:18])[CH3:19])[c:20]([CH2:28][O:29][c:30]2[cH:31][cH:32][c:33](-[c:36]3[cH:37][c:38]([F:53])[c:39]([C:42](=[CH:43][N:44]([CH3:45])[CH3:46])[C:47](=[O:48])[O:49][CH2:50][CH:51]=[CH2:52])[cH:40][cH:41]3)[cH:34][cH:35]2)[cH:21][cH:22][c:23]1[C:24]([F:25])([F:26])[F:27]. Reactants: BrC1(C(C=CC=C1)C(C)(C)C)S(=O)(=O)N (1-Bromo-2-t-butylbenzenesulfonamide), CC1=CC=C(C=C1)[Sn](C)(C)C (4-methylphenyltrimethylstannane). The reagents and catalysts are Cl[Pd]([P](C1=CC=CC=C1)(C2=CC=CC=C2)C3=CC=CC=C3)([P](C4=CC=CC=C4)(C5=CC=CC=C5)C6=CC=CC=C6)Cl (bis(triphenylphosphine)palladium(II) chloride). Run in CN(C=O)C (dimethylformamide). Run at temperature 90 celsius. The product is CC1=CC=C(C=C1)C1=C(C=CC=C1)S(=O)(=O)NC(C)(C)C (4-Methyl-2'-(t-butylaminosulfonyl)-1,1'-biphenyl). Yield: 116.8%. Reaction SMILES: Br[C:2]1([S:12]([NH2:15])(=[O:14])=[O:13])[CH:7]=[CH:6][CH:5]=[CH:4][CH:3]1[C:8]([CH3:11])([CH3:10])C.[CH3:16][C:17]1[CH:22]=CC([Sn](C)(C)C)=C[CH:18]=1>CN(C)C=O.Cl[Pd](Cl)([P](C1C=CC=CC=1)(C1C=CC=CC=1)C1C=CC=CC=1)[P](C1C=CC=CC=1)(C1C=CC=CC=1)C1C=CC=CC=1>[CH3:8][C:3]1[CH:4]=[CH:10][C:8]([C:3]2[CH:4]=[CH:5][CH:6]=[CH:7][C:2]=2[S:12]([NH:15][C:17]([CH3:16])([CH3:18])[CH3:22])(=[O:13])=[O:14])=[CH:11][CH:2]=1 |^1:34,53|. Reported procedure: 1-Bromo-2-t-butylbenzenesulfonamide (22.4 g, 77 mmol) (Step A) and 4-methylphenyltrimethylstannane (39.35 g, 154 mmol 2eq.) were dissolved in 221 mL of dry dimethylformamide and the resulting solution treated with 2.71 g (38.6 mmol, 0.5eq) of bis(triphenylphosphine)palladium(II) chloride. The mixture was heated at 90° C. for 6 hours. The mixture was filtered through Celite and the filter cake was washed with ether. The combined organics were washed twice with water. The aqueous washings were com... Reactants: CCOC(C)=O, CN(C(=O)OC(C)(C)C)C(Cc1cc(I)ccc1OCc1ccccc1)C(=O)OCc1ccccc1, C1CCCCC1, CC1(C)OB(B2OC(C)(C)C(C)(C)O2)OC1(C)C, CC(=O)[O-], [K+], CN(C)C=O. Product: CN(C(=O)OC(C)(C)C)C(Cc1cc(B2OC(C)(C)C(C)(C)O2)ccc1OCc1ccccc1)C(=O)OCc1ccccc1. RXN SMILES: [C:60]([O:61][CH2:62][CH3:63])(=[O:64])[CH3:65].[CH2:1]([c:2]1[cH:3][cH:4][cH:5][cH:6][cH:7]1)[O:8][c:9]1[c:10]([CH2:11][CH:12]([N:13]([CH3:14])[C:15](=[O:16])[O:17][C:18]([CH3:19])([CH3:20])[CH3:21])[C:22](=[O:23])[O:24][CH2:25][c:26]2[cH:27][cH:28][cH:29][cH:30][cH:31]2)[cH:32][c:33]([I:36])[cH:34][cH:35]1.[CH2:66]1[CH2:67][CH2:68][CH2:69][CH2:70][CH2:71]1.[CH3:37][C:38]1([CH3:54])[O:39][B:40]([B:45]2[O:46][C:47]([CH3:48])([CH3:49])[C:50]([CH3:51])([CH3:52])[O:53]2)[O:41][C:42]1([CH3:43])[CH3:44].[CH3:56][C:57](=[O:58])[O-:59].[K+:55].[O:72]=[CH:73][N:74]([CH3:75])[CH3:76]>>[CH2:1]([c:2]1[cH:3][cH:4][cH:5][cH:6][cH:7]1)[O:8][c:9]1[c:10]([CH2:11][CH:12]([N:13]([CH3:14])[C:15](=[O:16])[O:17][C:18]([CH3:19])([CH3:20])[CH3:21])[C:22](=[O:23])[O:24][CH2:25][c:26]2[cH:27][cH:28][cH:29][cH:30][cH:31]2)[cH:32][c:33]([B:40]2[O:39][C:38]([CH3:37])([CH3:54])[C:42]([CH3:43])([CH3:44])[O:41]2)[cH:34][cH:35]1. As a reaction SMILES: [Cl:1][C:2]1[N:10](CC=C)[C:9]2[C:8](=[O:14])[NH:7][C:6](=[O:15])[N:5]([CH2:16][CH2:17][CH:18]([CH3:20])[CH3:19])[C:4]=2[N:3]=1.N1CCOCC1.Cl.C(OCC)C>C1COCC1.C1C=CC([P]([Pd]([P](C2C=CC=CC=2)(C2C=CC=CC=2)C2C=CC=CC=2)([P](C2C=CC=CC=2)(C2C=CC=CC=2)C2C=CC=CC=2)[P](C2C=CC=CC=2)(C2C=CC=CC=2)C2C=CC=CC=2)(C2C=CC=CC=2)C2C=CC=CC=2)=CC=1>[Cl:1][C:2]1[NH:10][C:9]2[C:8](=[O:14])[NH:7][C:6](=[O:15])[N:5]([CH2:16][CH2:17][CH:18]([CH3:20])[CH3:19])[C:4]=2[N:3]=1 |^1:41,43,62,81|. The yield is 56.1%. Reactants: ClC1=NC=2N(C(NC(C2N1CC=C)=O)=O)CCC(C)C (8-chloro-3-(3-methylbutyl)-7-(2-propen-1-yl)-3,7-dihydro-1H-purine-2,6-dione), N1CCOCC1 (morpholine), Cl (hydrochloric acid), C(C)OCC (diethyl ether). Run in C1CCOC1 (THF), C1CCOC1 (THF). The product is ClC1=NC=2N(C(NC(C2N1)=O)=O)CCC(C)C (8-chloro-3-(3-methyl butyl)-3,7-dihydro-1H-purine-2,6-dione). Procedure details: A solution of 8-chloro-3-(3-methylbutyl)-7-(2-propen-1-yl)-3,7-dihydro-1H-purine-2,6-dione (0.074 g, 0.25 mmol) in THF (2 ml) was treated with morpholine (0.035 ml, 4.0 mmol) and the mixture degassed by the repeated alternate application of vacuum and nitrogen to the reaction vessel. The mixture was then treated with a solution of tetrakis(triphenylphosphine)palladium(0) (0.03 g, 0.026 mmol) in degassed THF (0.5 ml). After 2 hours the mixture was treated with 2M aqueous hydrochloric acid (2 ml) ... The reagents and catalysts are C=1C=CC(=CC1)[P](C=2C=CC=CC2)(C=3C=CC=CC3)[Pd]([P](C=4C=CC=CC4)(C=5C=CC=CC5)C=6C=CC=CC6)([P](C=7C=CC=CC7)(C=8C=CC=CC8)C=9C=CC=CC9)[P](C=1C=CC=CC1)(C=1C=CC=CC1)C=1C=CC=CC1 (tetrakis(triphenylphosphine)palladium(0)). The product is NC1=CC(=C(OC2=C3C(=NC=C2)C=C(S3)C(=O)NCCNC(OC(C)(C)C)=O)C=C1)F (tert-Butyl 2-(7-(4-amino-2-fluorophenoxy)thieno[3,2-b]pyridine-2-carboxamido)ethylcarbamate). RXN SMILES: [F:1][C:2]1[CH:30]=[C:29]([N+:31]([O-])=O)[CH:28]=[CH:27][C:3]=1[O:4][C:5]1[CH:10]=[CH:9][N:8]=[C:7]2[CH:11]=[C:12]([C:14]([NH:16][CH2:17][CH2:18][NH:19][C:20](=[O:26])[O:21][C:22]([CH3:25])([CH3:24])[CH3:23])=[O:15])[S:13][C:6]=12.[BH4-].[Na+].Cl>CO.C1COCC1.Cl[Ni]Cl>[NH2:31][C:29]1[CH:28]=[CH:27][C:3]([O:4][C:5]2[CH:10]=[CH:9][N:8]=[C:7]3[CH:11]=[C:12]([C:14]([NH:16][CH2:17][CH2:18][NH:19][C:20](=[O:26])[O:21][C:22]([CH3:25])([CH3:24])[CH3:23])=[O:15])[S:13][C:6]=23)=[C:2]([F:1])[CH:30]=1 |f:1.2,4.5|. Conditions: time 15 minute. Run in CO.C1CCOC1 (MeOH THF). Reactants: FC1=C(OC2=C3C(=NC=C2)C=C(S3)C(=O)NCCNC(OC(C)(C)C)=O)C=CC(=C1)[N+](=O)[O-] (tert-Butyl 2-(7-(2-fluoro-4-nitrophenoxy)thieno[3,2-b]pyridine-2-carboxamido)ethylcarbamate), Cl (HCl), [BH4-].[Na+] (NaBH4). The reagents and catalysts are Cl[Ni]Cl (NiCl2). Procedure details: To a solution of 292 (80mg, 0.17 mmol) in MeOH/THF (1.7 mL/1.7 mL) at 0° C., was added NiCl2×6H2O (85 mg, 0.35 mmol), followed by addition of NaBH4 (26 mg, 0.68 mmol), portion wise. The reaction mixture was stirred for 15 min, treated with 2N aqueous HCl (2 mL), filtered; the filtrate was neutralized with aqueous NH4OH to pH 7 and partitioned between EtOAc and water. Organic phase was collected, dried over anhydrous Na2SO4 and concentrated. The residue (75 mg, quantitative yield, crude) was used...